Dataset: the Open Reaction Database (ORD), a public repository of structured organic reaction records. Task: describe an organic reaction: reactants, conditions, products, and yield The reactants are ClCCCOC=1C=NC=CC1 (3-chloro-1-(3-pyridyloxy)propane), C(C1=CC=CC=C1)N (benzylamine). The solvent is CO (methanol), O (water). Conditions: temperature 120 celsius. Product: C(C1=CC=CC=C1)NCCCOC=1C=NC=CC1 (Benzyl(3-(3-pyridyloxy)propyl)amine). Isolated yield 2.2%. As a reaction SMILES: Cl[CH2:2][CH2:3][CH2:4][O:5][C:6]1[CH:7]=[N:8][CH:9]=[CH:10][CH:11]=1.[CH2:12]([NH2:19])[C:13]1[CH:18]=[CH:17][CH:16]=[CH:15][CH:14]=1>CO.O>[CH2:12]([NH:19][CH2:2][CH2:3][CH2:4][O:5][C:6]1[CH:7]=[N:8][CH:9]=[CH:10][CH:11]=1)[C:13]1[CH:18]=[CH:17][CH:16]=[CH:15][CH:14]=1. Procedure: The 3-chloro-1-(3-pyridyloxy)propane (0.65 g, 3.78 mmol) was dissolved in methanol (20 mL) and added to a mixture of benzylamine (13.5 mL) in water (20 mL) in a heavy-walled glass pressure-tube apparatus. The tube was sealed and the mixture was stirred and heated at 120° C. (oil bath temperature) for 3 h. After cooling, the mixture was concentrated by rotary evaporation, and saturated NaCl solution (25 mL) was added to the residue. The mixture was acidified to pH 1 with 10% HCl solution and extr...